This data is from the Open Reaction Database (ORD), a public repository of structured organic reaction records. The task is: describe an organic reaction: reactants, conditions, products, and yield Reactants: BrC=1C(=C(C(=O)N(C)OC)C=CC1)Cl (3-bromo-2-chloro-N-methoxy-N-methylbenzamide), C[Mg+].[Br-] (MeMgBr). Run in C1CCOC1 (THF). Reaction conditions: time 8 hour. Product: BrC=1C(=C(C=CC1)C(C)=O)Cl (1-(3-bromo-2-chlorophenyl)ethanone). RXN SMILES: [Br:1][C:2]1[C:3]([Cl:14])=[C:4]([CH:11]=[CH:12][CH:13]=1)[C:5](N(OC)C)=[O:6].[CH3:15][Mg+].[Br-]>C1COCC1>[Br:1][C:2]1[C:3]([Cl:14])=[C:4]([C:5](=[O:6])[CH3:15])[CH:11]=[CH:12][CH:13]=1 |f:1.2|. Procedure details: To a solution of 3-bromo-2-chloro-N-methoxy-N-methylbenzamide (0.71 mmol) in 7 mL THF was added a solution of MeMgBr (4.31 mmol, 3M solution in Et2O) at 0° C. The cooling bath was removed after 1 h and stirring was continued at RT overnight. The reaction was quenched with water and sat. aq. NH4Cl solution under cooling. The mixture was extracted with EtOAc (3×), the combined organic layers were washed with brine, dried over MgSO4 and concentrated in vacuo. Purification by CC (KP-SIL™ from Biotag... Starting materials: FC1=CC=C2CCC(C2=C1)NC1=NC2=CC=C(C=C2C=C1)N (rac-N2-(6-fluoro-indan-1-yl)-quinoline-2,6-diamine), CN1CCN(CC1)CC(=O)O ((4-methyl-piperazin-1-yl)-acetic acid). Yields the product FC1=CC=C2CCC(C2=C1)NC1=NC2=CC=C(C=C2C=C1)NC(CN1CCN(CC1)C)=O (rac-N-[2-(6-Fluoro-indan-1-ylamino)-quinolin-6-yl]-2-(4-methyl-piperazin-1-yl)-acetamide). Reaction SMILES: [F:1][C:2]1[CH:10]=[C:9]2[C:5]([CH2:6][CH2:7][CH:8]2[NH:11][C:12]2[CH:21]=[CH:20][C:19]3[C:14](=[CH:15][CH:16]=[C:17]([NH2:22])[CH:18]=3)[N:13]=2)=[CH:4][CH:3]=1.[CH3:23][N:24]1[CH2:29][CH2:28][N:27]([CH2:30][C:31](O)=[O:32])[CH2:26][CH2:25]1>>[F:1][C:2]1[CH:10]=[C:9]2[C:5]([CH2:6][CH2:7][CH:8]2[NH:11][C:12]2[CH:21]=[CH:20][C:19]3[C:14](=[CH:15][CH:16]=[C:17]([NH:22][C:31](=[O:32])[CH2:30][N:27]4[CH2:28][CH2:29][N:24]([CH3:23])[CH2:25][CH2:26]4)[CH:18]=3)[N:13]=2)=[CH:4][CH:3]=1. Procedure: The title compound was prepared in accordance with the general method 14 described in example 119 from rac-N2-(6-fluoro-indan-1-yl)-quinoline-2,6-diamine and (4-methyl-piperazin-1-yl)-acetic acid; MS: m/e=434.5 (M+H+). Solvent: C(C)#N (acetonitrile), C(C)(=O)OCC (ethyl acetate). As a reaction SMILES: [CH3:1][N:2]1[CH:6]=[C:5]([C:7]([F:10])([F:9])[F:8])[C:4]([C:11](O)=O)=[CH:3]1.ClS([N:18]=C=O)(=O)=O.CN(C)C=O.O>C(#N)C.C(OCC)(=O)C>[CH3:1][N:2]1[CH:6]=[C:5]([C:7]([F:10])([F:9])[F:8])[C:4]([C:11]#[N:18])=[CH:3]1. Product: CN1C=C(C(=C1)C(F)(F)F)C#N (1-methyl-4-(trifluoromethyl)pyrrole-3-carbonitrile). Reported procedure: A mixture of 1-methyl-4-(trifluoromethyl)pyrrole-3-carboxylic acid (1.93 g, 0.01 mol) in acetonitrile at 40°-45° C. is treated dropwise with chlorosulfonylisocyanate (1.41 g, 0.01 mol), heated at 40° C. for 24 hours, cooled to room temperature, treated with dimethylformamide (1.46 g, 0.02 mol), heated at 40° C. for 8 hours, cooled to room temperature, stirred for 48 hours at room temperature and poured into water. The resultant mixture is extracted with ethyl acetate. The extracts are combined, ... The reactants are ClS(=O)(=O)N=C=O (chlorosulfonylisocyanate), O (water), CN1C=C(C(=C1)C(F)(F)F)C(=O)O (1-methyl-4-(trifluoromethyl)pyrrole-3-carboxylic acid), CN(C=O)C (dimethylformamide). Reaction conditions: temperature 40 celsius, time 48 hour. Starting materials: C([O-])([O-])=O.[K+].[K+] (Potassium carbonate), [N+](=O)([O-])C=1C=2C3=C(CNCC3=CC1)C=CC2S(=O)(=O)N (7-nitro-2,3-dihydro-1H-Benz[de]isoquinoline-6-sulfonic acid amide). Solvent: CN(C)C=O (DMF). Reaction conditions: temperature 100 celsius, time 12 hour. Product: S1(NC=2C3=C1C=CC=1CNCC(=CC2)C13)(=O)=O (2,5,6,7-tetrahydro-1-thia-2,6-diaza-cyclopenta[cd]phenalene 1,1-dioxide). As a reaction SMILES: C(=O)([O-])[O-].[K+].[K+].[N+]([C:10]1[C:11]2[C:12]3[C:17](=[CH:18][CH:19]=1)[CH2:16][NH:15][CH2:14][C:13]=3[CH:20]=[CH:21][C:22]=2[S:23]([NH2:26])(=[O:25])=[O:24])([O-])=O>CN(C=O)C>[S:23]1(=[O:24])(=[O:25])[C:22]2[CH:21]=[CH:20][C:13]3[CH2:14][NH:15][CH2:16][C:17]4[C:12]=3[C:11]=2[C:10](=[CH:19][CH:18]=4)[NH:26]1 |f:0.1.2|. Procedure: Potassium carbonate (15 mmol) is added to a solution of 7-nitro-2,3-dihydro-1H-Benz[de]isoquinoline-6-sulfonic acid amide (3 mmol) in anhydrous DMF (30 mL). The resulting solution is stirred at 100° C. for 12 hours then partitioned between ethyl acetate and water. The organic layer is dried over magnesium sulfate and concentrated to afford the title compound. The crude product can be purified by recrystallization or chromatography. Starting materials: ClC1=CC(=C(C=C1N1C(N(C2=NC(=NC=C2C1)SC)CC)=O)NC(=O)NC1=CC(=CC=C1)C(F)(F)F)F (1-(4-chloro-5-(1-ethyl-7-(methylthio)-2-oxo-1,2-dihydropyrimido[4,5-d]pyrimidin-3(4H)-yl)-2-fluorophenyl)-3-(3-(trifluoromethyl)phenyl)urea), CN (methylamine), C1=CC(=CC(=C1)Cl)C(=O)OO (mCPBA), sulfone. The product is ClC1=CC(=C(C=C1N1C(N(C2=NC(=NC=C2C1)NC)CC)=O)NC(=O)NC1=CC(=CC=C1)C(F)(F)F)F (1-(4-chloro-5-(1-ethyl-7-(methylamino)-2-oxo-1,2-dihydropyrimido[4,5-d]pyrimidin-3(4H)-yl)-2-fluorophenyl)-3-(3-(trifluoromethyl)phenyl)urea). The yield is 88.0%. RXN SMILES: [Cl:1][C:2]1[C:7]([N:8]2[CH2:17][C:16]3[C:11](=[N:12][C:13](SC)=[N:14][CH:15]=3)[N:10]([CH2:20][CH3:21])[C:9]2=[O:22])=[CH:6][C:5]([NH:23][C:24]([NH:26][C:27]2[CH:32]=[CH:31][CH:30]=[C:29]([C:33]([F:36])([F:35])[F:34])[CH:28]=2)=[O:25])=[C:4]([F:37])[CH:3]=1.C1C=C(Cl)C=C(C(OO)=O)C=1.[CH3:49][NH2:50]>>[Cl:1][C:2]1[C:7]([N:8]2[CH2:17][C:16]3[C:11](=[N:12][C:13]([NH:50][CH3:49])=[N:14][CH:15]=3)[N:10]([CH2:20][CH3:21])[C:9]2=[O:22])=[CH:6][C:5]([NH:23][C:24]([NH:26][C:27]2[CH:32]=[CH:31][CH:30]=[C:29]([C:33]([F:36])([F:35])[F:34])[CH:28]=2)=[O:25])=[C:4]([F:37])[CH:3]=1. Procedure: Using a procedure analogous to Example A2, the sulfide was oxidized with mCPBA to the sulfone and then treated with methylamine to provide 1-(4-chloro-5-(1-ethyl-7-(methylamino)-2-oxo-1,2-dihydropyrimido[4,5-d]pyrimidin-3(4H)-yl)-2-fluorophenyl)-3-(3-(trifluoromethyl)phenyl)urea (0.279 mmol, 88% yield). 1H NMR (400 MHz, DMSO-d6): δ 9.51 (s, 1H), 8.32 (d, J=8.0 Hz, 1H), 8.06 (s, 1H), 7.96 (brs, 1H), 7.87 (s, 1H), 7.64 (d, J=11 Hz, 1H), 7.50 (m, 2H), 7.33 (m, 1H), 7.02 (m, 1H), 4.60 (d, J=14 Hz, 1...